Dataset: the Open Reaction Database (ORD), a public repository of structured organic reaction records. Task: describe an organic reaction: reactants, conditions, products, and yield The reactants are CN1CCCC1=O, COC(=O)CCc1nc(Cl)c2c(n1)sc1ccccc12, COc1ccc(CN)cc1Cl. Product: COC(=O)CCc1nc(NCc2ccc(OC)c(Cl)c2)c2c(n1)sc1ccccc12. As a reaction SMILES: [CH3:32][N:33]1[CH2:34][CH2:35][CH2:36][C:37]1=[O:38].[Cl:1][c:2]1[c:3]2[c:4]([n:5][c:6]([CH2:8][CH2:9][C:10](=[O:11])[O:12][CH3:13])[n:7]1)[s:14][c:15]1[c:16]2[cH:17][cH:18][cH:19][cH:20]1.[Cl:21][c:22]1[cH:23][c:24]([CH2:25][NH2:26])[cH:27][cH:28][c:29]1[O:30][CH3:31]>>[c:2]1([NH:26][CH2:25][c:24]2[cH:23][c:22]([Cl:21])[c:29]([O:30][CH3:31])[cH:28][cH:27]2)[c:3]2[c:4]([n:5][c:6]([CH2:8][CH2:9][C:10](=[O:11])[O:12][CH3:13])[n:7]1)[s:14][c:15]1[c:16]2[cH:17][cH:18][cH:19][cH:20]1. Reactants: CSc1nccc(-c2n[nH]c3nc(NCC4CCN(C(=O)OC(C)(C)C)CC4)ncc23)n1, CO, ClCCl, O=C(OO)c1cccc(Cl)c1. Product: CS(=O)c1nccc(-c2n[nH]c3nc(NCC4CCN(C(=O)OC(C)(C)C)CC4)ncc23)n1. RXN SMILES: [C:12]([CH3:13])([CH3:14])([CH3:15])[O:16][C:17](=[O:18])[N:19]1[CH2:20][CH2:21][CH:22]([CH2:25][NH:26][c:27]2[n:28][cH:29][c:30]3[c:31]([n:32]2)[nH:33][n:34][c:35]3-[c:36]2[n:37][c:38]([S:42][CH3:43])[n:39][cH:40][cH:41]2)[CH2:23][CH2:24]1.[CH3:47][OH:48].[Cl:44][CH2:45][Cl:46].[OH:1][O:2][C:3]([c:4]1[cH:5][c:6]([Cl:7])[cH:8][cH:9][cH:10]1)=[O:11]>>[O:1]=[S:42]([c:38]1[n:37][c:36](-[c:35]2[c:30]3[cH:29][n:28][c:27]([NH:26][CH2:25][CH:22]4[CH2:21][CH2:20][N:19]([C:17]([O:16][C:12]([CH3:13])([CH3:14])[CH3:15])=[O:18])[CH2:24][CH2:23]4)[n:32][c:31]3[nH:33][n:34]2)[cH:41][cH:40][n:39]1)[CH3:43]. The reactants are CN(C1=NC2=C(N1)C=C(C=C2C(=O)[O-])[N+](=O)[O-])C (2-(dimethylamino)-6-nitro-1H-benzimidazole-4-carboxylate), O.[OH-].[Li+] (lithium hydroxide hydrate). The solvent is C1CCOC1.O (THF H2O). The product is CN(C1=NC2=C(N1)C=C(C=C2C(=O)O)[N+](=O)[O-])C (2-(Dimethylamino)-6-nitro-1H-benzimidazole-4-carboxylic acid). Isolated yield 91.6%. As a reaction SMILES: [CH3:1][N:2]([CH3:18])[C:3]1[NH:7][C:6]2[CH:8]=[C:9]([N+:15]([O-:17])=[O:16])[CH:10]=[C:11]([C:12]([O-:14])=[O:13])[C:5]=2[N:4]=1.O.[OH-].[Li+]>C1COCC1.O>[CH3:1][N:2]([CH3:18])[C:3]1[NH:7][C:6]2[CH:8]=[C:9]([N+:15]([O-:17])=[O:16])[CH:10]=[C:11]([C:12]([OH:14])=[O:13])[C:5]=2[N:4]=1 |f:1.2.3,4.5|. Reported procedure: 2-(dimethylamino)-6-nitro-1H-benzimidazole-4-carboxylate (1.5 g) and lithium hydroxide hydrate (2.4 g) in THF—H2O (1:1, 100 mL) was stirred at 50° C. for 2 hours. THF was removed under reduced pressure, and 1N hydrochloric acid was added to the residue with stirring under ice-cooling to adjust the pH to 5. The precipitate was collected by filtration and dried under reduced pressure to obtain the titled compound (1.38 g) as yellow solid. Reactants: C1COCCO1, COc1ccc(B(O)O)cc1, Cc1ccccc1, CCOC(=O)CC1CCc2cc(OCCCNc3nc(Cl)ccc3C(F)(F)F)ccc21, [Na+], [Na+], O=C([O-])[O-], O. The product is CCOC(=O)CC1CCc2cc(OCCCNc3nc(-c4ccc(OC)cc4)ccc3C(F)(F)F)ccc21. As a reaction SMILES: [CH2:32]1[O:33][CH2:34][CH2:35][O:36][CH2:37]1.[CH3:44][O:45][c:46]1[cH:47][cH:48][c:49]([B:52]([OH:53])[OH:54])[cH:50][cH:51]1.[CH3:55][c:56]1[cH:57][cH:58][cH:59][cH:60][cH:61]1.[Cl:1][c:2]1[cH:3][cH:4][c:5]([C:28]([F:29])([F:30])[F:31])[c:6]([NH:8][CH2:9][CH2:10][CH2:11][O:12][c:13]2[cH:14][c:15]3[c:19]([cH:20][cH:21]2)[CH:18]([CH2:22][C:23](=[O:24])[O:25][CH2:26][CH3:27])[CH2:17][CH2:16]3)[n:7]1.[Na+:38].[Na+:39].[O-:40][C:41](=[O:42])[O-:43].[OH2:62]>>[c:2]1(-[c:49]2[cH:48][cH:47][c:46]([O:45][CH3:44])[cH:51][cH:50]2)[cH:3][cH:4][c:5]([C:28]([F:29])([F:30])[F:31])[c:6]([NH:8][CH2:9][CH2:10][CH2:11][O:12][c:13]2[cH:14][c:15]3[c:19]([cH:20][cH:21]2)[CH:18]([CH2:22][C:23](=[O:24])[O:25][CH2:26][CH3:27])[CH2:17][CH2:16]3)[n:7]1. Starting materials: C(C)(=O)OC(C)=O (acetic anhydride), NC1=C(C=C(C2=C1C(C=C(O2)C2=CC(=C(C=C2)N)F)=O)F)F (5-Amino-2-(4-amino-3-fluorophenyl)-6,8-difluoro-4H-1-benzopyran-4-one), ice water. Solvent: N1=CC=CC=C1 (pyridine). Reaction conditions: time 2.2 hour. Product: C(C)(=O)NC1=C(C=C(C=C1)C=1OC2=C(C(C1)=O)C(=C(C=C2F)F)N)F (2-(4-Acetylamino-3-fluorophenyl)-5-amino-6,8-difluoro-4H-1-benzopyran-4-one). The yield is 96.0%. Reaction SMILES: [NH2:1][C:2]1[C:7]2[C:8](=[O:20])[CH:9]=[C:10]([C:12]3[CH:17]=[CH:16][C:15]([NH2:18])=[C:14]([F:19])[CH:13]=3)[O:11][C:6]=2[C:5]([F:21])=[CH:4][C:3]=1[F:22].[C:23](OC(=O)C)(=[O:25])[CH3:24]>N1C=CC=CC=1>[C:23]([NH:18][C:15]1[CH:16]=[CH:17][C:12]([C:10]2[O:11][C:6]3[C:5]([F:21])=[CH:4][C:3]([F:22])=[C:2]([NH2:1])[C:7]=3[C:8](=[O:20])[CH:9]=2)=[CH:13][C:14]=1[F:19])(=[O:25])[CH3:24]. Procedure details: 1.66 g of Compound 26 was dissolved in 20 ml of pyridine, the solution was cooled on ice, 0.46 ml of acetic anhydride was added and the mixture was stirred at room temperature for 2.2 hours. Then, the reaction solution was added to 100 ml of ice water and the precipitated crystals were collected by filtration to give 1.82 g (96%) of Compound 27. Reactants: ClC(Cl)(Cl)Cl, C=CS(=O)(=O)c1ccc(C)cc1, Cc1cccc(SCl)c1. Yields the product Cc1ccc(S(=O)(=O)C(CCl)Sc2cccc(C)c2)cc1. Reaction SMILES: [C:22]([Cl:23])([Cl:24])([Cl:25])[Cl:26].[CH:1](=[CH2:2])[S:3](=[O:4])(=[O:5])[c:6]1[cH:7][cH:8][c:9]([CH3:12])[cH:10][cH:11]1.[c:13]1([CH3:21])[cH:14][c:15]([S:19][Cl:20])[cH:16][cH:17][cH:18]1>>[CH:1]([CH2:2][Cl:23])([S:3](=[O:4])(=[O:5])[c:6]1[cH:7][cH:8][c:9]([CH3:12])[cH:10][cH:11]1)[S:19][c:15]1[cH:14][c:13]([CH3:21])[cH:18][cH:17][cH:16]1.